Task: describe an organic reaction: reactants, conditions, products, and yield. Dataset: the Open Reaction Database (ORD), a public repository of structured organic reaction records The reactants are COC=1C(=CC2=C(NN=N2)C1)C(=O)O (6-methoxy-1H-benzotriazole-5-carboxylic acid), C(=O)(N1C=NC=C1)N1C=NC=C1 (1,1'-carbonyldiimidazole), NC1CN2CCC1CC2 (3-aminoquinuclidine). Yields the product N12CC(C(CC1)CC2)NC(=O)C2=CC1=C(NN=N1)C=C2OC (N-(1-Azabicyclo[2.2.2]oct-3-yl)-6-methoxy-1H-benzotriazole-5-carboxamide). Reaction SMILES: [CH3:1][O:2][C:3]1[C:4]([C:12]([OH:14])=O)=[CH:5][C:6]2[N:10]=[N:9][NH:8][C:7]=2[CH:11]=1.C(N1C=CN=C1)(N1C=CN=C1)=O.[NH2:27][CH:28]1[CH:33]2[CH2:34][CH2:35][N:30]([CH2:31][CH2:32]2)[CH2:29]1>>[N:30]12[CH2:35][CH2:34][CH:33]([CH2:32][CH2:31]1)[CH:28]([NH:27][C:12]([C:4]1[C:3]([O:2][CH3:1])=[CH:11][C:7]3[NH:8][N:9]=[N:10][C:6]=3[CH:5]=1)=[O:14])[CH2:29]2. Procedure details: Following the procedure of Example 22, 6-methoxy-1H-benzotriazole-5-carboxylic acid, 1,1'-carbonyldiimidazole and 3-aminoquinuclidine are reacted to give the title compound. Reactants: CO, COC(=O)c1ccc(NC(=O)C(C)(C)NC(=O)c2ccc3c(C4CCCCC4)c4n(c3c2)CCOc2cc(OC)ccc2-4)cc1, Cl, [Na+], C1CCOC1, [OH-]. Yields the product COc1ccc2c(c1)OCCn1c-2c(C2CCCCC2)c2ccc(C(=O)NC(C)(C)C(=O)Nc3ccc(C(=O)O)cc3)cc21. Reaction SMILES: [CH3:54][OH:55].[CH:1]1([c:7]2[c:8]3[c:9]([n:10]4[c:16]2-[c:15]2[c:14]([cH:20][c:19]([O:21][CH3:22])[cH:18][cH:17]2)[O:13][CH2:12][CH2:11]4)[cH:23][c:24]([C:27](=[O:28])[NH:29][C:30]([C:31](=[O:32])[NH:33][c:34]2[cH:35][cH:36][c:37]([C:38](=[O:39])[O:40][CH3:41])[cH:42][cH:43]2)([CH3:44])[CH3:45])[cH:25][cH:26]3)[CH2:2][CH2:3][CH2:4][CH2:5][CH2:6]1.[ClH:48].[Na+:47].[O:49]1[CH2:50][CH2:51][CH2:52][CH2:53]1.[OH-:46]>>[CH:1]1([c:7]2[c:8]3[c:9]([n:10]4[c:16]2-[c:15]2[c:14]([cH:20][c:19]([O:21][CH3:22])[cH:18][cH:17]2)[O:13][CH2:12][CH2:11]4)[cH:23][c:24]([C:27](=[O:28])[NH:29][C:30]([C:31](=[O:32])[NH:33][c:34]2[cH:35][cH:36][c:37]([C:38](=[O:39])[OH:40])[cH:42][cH:43]2)([CH3:44])[CH3:45])[cH:25][cH:26]3)[CH2:2][CH2:3][CH2:4][CH2:5][CH2:6]1. The reactants are ClC1=CC=C(C=C1)C1=NC(C=2N(C3=C1C=C(S3)CC)C(=NN2)C)CCCC(=O)O ((±)-4-(4-(4-Chlorophenyl)-2-ethyl-9-methyl-6H-thieno[3,2-f][1,2,4]triazolo[4,3-a][1,4]diazepin-6-yl)butyric acid), ON1N=NC2=C1C=CC=C2 (1-hydroxybenzotriazole), NC1=CC=CC=C1 (aniline), Cl.C(C)N=C=NCCCN(C)C (1-ethyl-3-(3-dimethylaminopropyl) carbodiimide hydrochloride). The solvent is CN(C=O)C (dimethylformamide), O (water), C(C)N(CC)CC (triethylamine). Product: C1(=CC=CC=C1)NC(CCCC1C=2N(C3=C(C(=N1)C1=CC=C(C=C1)Cl)C=C(S3)CC)C(=NN2)C)=O ((±)-N-phenyl-4-(4-(4-chlorophenyl)-2-ethyl-9-methyl-6H-thieno[3,2-f][1,2,4]triazolo-[4,3-a][1,4]diazepin-6-yl)butaneamide). Isolated yield 49.4%. RXN SMILES: [Cl:1][C:2]1[CH:7]=[CH:6][C:5]([C:8]2[C:14]3[CH:15]=[C:16]([CH2:18][CH3:19])[S:17][C:13]=3[N:12]3[C:20]([CH3:23])=[N:21][N:22]=[C:11]3[CH:10]([CH2:24][CH2:25][CH2:26][C:27]([OH:29])=O)[N:9]=2)=[CH:4][CH:3]=1.O[N:31]1[C:35]2[CH:36]=[CH:37][CH:38]=[CH:39][C:34]=2N=N1.Cl.C(N=C=NCCCN(C)C)C.NC1C=CC=CC=1>O.C(N(CC)CC)C.CN(C)C=O>[C:35]1([NH:31][C:27](=[O:29])[CH2:26][CH2:25][CH2:24][CH:10]2[N:9]=[C:8]([C:5]3[CH:4]=[CH:3][C:2]([Cl:1])=[CH:7][CH:6]=3)[C:14]3[CH:15]=[C:16]([CH2:18][CH3:19])[S:17][C:13]=3[N:12]3[C:20]([CH3:23])=[N:21][N:22]=[C:11]23)[CH:36]=[CH:37][CH:38]=[CH:39][CH:34]=1 |f:2.3|. Reported procedure: (±)-4-(4-(4-Chlorophenyl)-2-ethyl-9-methyl-6H-thieno[3,2-f][1,2,4]triazolo[4,3-a][1,4]diazepin-6-yl)butyric acid (0.50 g) and 1-hydroxybenzotriazole (0.17 g) are added to dry dimethylformamide (20 ml) and the mixture is stirred under ice-cooling. Thereto is added 1-ethyl-3-(3-dimethylaminopropyl) carbodiimide hydrochloride (0.25 g), and then triethylamine (0.24 g) and aniline (0.11 g) are added. The mixture is stirred at room temperature for 4 days. After the completion of the reaction, water (1...